This data is from the Open Reaction Database (ORD), a public repository of structured organic reaction records. The task is: describe an organic reaction: reactants, conditions, products, and yield Starting materials: COC1OC(COC2OC(COCc3ccccc3)C(COC(C)=O)C(OCc3ccccc3)C2OCc2ccccc2)C(OCc2ccccc2)C(OCc2ccccc2)C1OCc1ccccc1, CO, C[O-], Cc1ccccc1, [Na+]. The product is COC1OC(COC2OC(COCc3ccccc3)C(CO)C(OCc3ccccc3)C2OCc2ccccc2)C(OCc2ccccc2)C(OCc2ccccc2)C1OCc1ccccc1. Reaction SMILES: [CH2:1]([c:2]1[cH:3][cH:4][cH:5][cH:6][cH:7]1)[O:8][CH:9]1[CH:10]([O:37][CH2:38][CH:39]2[CH:40]([O:63][CH2:64][c:65]3[cH:66][cH:67][cH:68][cH:69][cH:70]3)[CH:41]([O:55][CH2:56][c:57]3[cH:58][cH:59][cH:60][cH:61][cH:62]3)[CH:42]([O:47][CH2:48][c:49]3[cH:50][cH:51][cH:52][cH:53][cH:54]3)[CH:43]([O:44][CH3:45])[O:46]2)[O:11][CH:12]([CH2:28][O:29][CH2:30][c:31]2[cH:32][cH:33][cH:34][cH:35][cH:36]2)[CH:13]([CH2:23][O:24][C:25](=[O:26])[CH3:27])[CH:14]1[O:15][CH2:16][c:17]1[cH:18][cH:19][cH:20][cH:21][cH:22]1.[CH3:71][OH:72].[CH3:73][O-:74].[CH3:76][c:77]1[cH:78][cH:79][cH:80][cH:81][cH:82]1.[Na+:75]>>[CH2:1]([c:2]1[cH:3][cH:4][cH:5][cH:6][cH:7]1)[O:8][CH:9]1[CH:10]([O:37][CH2:38][CH:39]2[CH:40]([O:63][CH2:64][c:65]3[cH:66][cH:67][cH:68][cH:69][cH:70]3)[CH:41]([O:55][CH2:56][c:57]3[cH:58][cH:59][cH:60][cH:61][cH:62]3)[CH:42]([O:47][CH2:48][c:49]3[cH:50][cH:51][cH:52][cH:53][cH:54]3)[CH:43]([O:44][CH3:45])[O:46]2)[O:11][CH:12]([CH2:28][O:29][CH2:30][c:31]2[cH:32][cH:33][cH:34][cH:35][cH:36]2)[CH:13]([CH2:23][OH:24])[CH:14]1[O:15][CH2:16][c:17]1[cH:18][cH:19][cH:20][cH:21][cH:22]1. Reaction SMILES: [CH2:1]([O:8][C:9]([N:11]1[CH2:18][CH2:17][CH2:16][C@H:12]1[C:13]([OH:15])=O)=[O:10])[C:2]1[CH:7]=[CH:6][CH:5]=[CH:4][CH:3]=1.ON1C(=O)CCC1=O.C1CCC(N=C=NC2CCCCC2)CC1.[NH:42]1[CH2:48][CH2:47][CH2:46][C@H:43]1[CH2:44][OH:45]>C1COCC1>[CH2:1]([O:8][C:9]([N:11]1[CH2:18][CH2:17][CH2:16][C@H:12]1[C:13]([N:42]1[CH2:48][CH2:47][CH2:46][C@H:43]1[CH:44]=[O:45])=[O:15])=[O:10])[C:2]1[CH:3]=[CH:4][CH:5]=[CH:6][CH:7]=1. The product is C(C1=CC=CC=C1)OC(=O)N1[C@H](C(=O)N2[C@H](C=O)CCC2)CCC1 (N-benzyloxycarbonyl-prolyl-prolinal). Solvent: C1CCOC1 (THF), C1CCOC1 (THF). Run at temperature 4 celsius, time 21 hour. Procedure: In 200 ml of THF was dissolved 22.1 g of N-benzyloxycarbonyl-proline. To this solution were added under cooling with edible salt and ice 11.5 g of HOSu and 20.6 g of DCC, and the mixture was stirred for 21 hours at 4° C. The reaction liquid was filtered and the filtrate was evaporated whereby a semi-solid substance was obtained. This substance was recrystallized from isopropyl alcohol to obtain a white solid substance which was then dissolved in 450 ml of THF. To this solution was added 8.2 g of... Starting materials: ice, ON1C(=O)CCC1=O (HOSu), C1CCC(CC1)N=C=NC2CCCCC2 (DCC), N1[C@H](CO)CCC1 (L-prolinol), C(C1=CC=CC=C1)OC(=O)N1[C@H](C(=O)O)CCC1 (N-benzyloxycarbonyl-proline). Reactants: C(#N)C=1C(=C2C=CN(C2=CC1)CC(NO)=N)C(F)(F)F (2-[5-cyano-4-(trifluoromethyl)-1H-indol-1-yl]-N-hydroxyethanimidamide), FC1=C(C=C(C(=O)O)C=C1)C(F)(F)F (4-fluoro-3-(trifluoromethyl)benzoic acid). Yields the product FC1=C(C=C(C=C1)C1=NC(=NO1)CN1C=CC2=C(C(=CC=C12)C#N)C(F)(F)F)C(F)(F)F (1-({5-[4-Fluoro-3-(trifluoromethyl)phenyl]-1,2,4-oxadiazol-3-yl}methyl)-4-(trifluoromethyl)-1H-indole-5-carbonitrile). RXN SMILES: [C:1]([C:3]1[C:4]([C:17]([F:20])([F:19])[F:18])=[C:5]2[C:9](=[CH:10][CH:11]=1)[N:8]([CH2:12][C:13](=[NH:16])[NH:14][OH:15])[CH:7]=[CH:6]2)#[N:2].[F:21][C:22]1[CH:30]=[CH:29][C:25]([C:26](O)=O)=[CH:24][C:23]=1[C:31]([F:34])([F:33])[F:32]>>[F:21][C:22]1[CH:30]=[CH:29][C:25]([C:26]2[O:15][N:14]=[C:13]([CH2:12][N:8]3[C:9]4[C:5](=[C:4]([C:17]([F:19])([F:20])[F:18])[C:3]([C:1]#[N:2])=[CH:11][CH:10]=4)[CH:6]=[CH:7]3)[N:16]=2)=[CH:24][C:23]=1[C:31]([F:32])([F:33])[F:34]. Procedure details: Synthesized as described in Example 65 from 2-[5-cyano-4-(trifluoromethyl)-1H-indol-1-yl]-N-hydroxyethanimidamide and 4-fluoro-3-(trifluoromethyl)benzoic acid: MS (ESI): m/z 455 (M+1). The reactants are C(C=C)(=O)N=C=O (acryloyl isocyanate), C(C)(C)(C)O (t-butanol). Solvent: ClC(C)Cl (dichloroethane), ClC(C)Cl (dichloroethane). Product: C(C=C)(=O)NC(OC(C)(C)C)=O (t-butyl N-acryloylcarbamate). Reaction SMILES: [C:1]([N:5]=[C:6]=[O:7])(=[O:4])[CH:2]=[CH2:3].[C:8]([OH:12])([CH3:11])([CH3:10])[CH3:9]>ClC(Cl)C>[C:1]([NH:5][C:6](=[O:7])[O:12][C:8]([CH3:11])([CH3:10])[CH3:9])(=[O:4])[CH:2]=[CH2:3]. Reported procedure: To a solution of acryloyl isocyanate (9.7 g; 100 mmol) in dichloroethane (20 g), a solution of t-butanol (7.4 g; 100 mmol) in dichloroethane (20 g) was dropwise added under ice-cooling in 5 minutes. The solvent was removed by evaporation under reduced pressure to-give t-butyl N-acryloylcarbamate as crude crystals, which were recrystallized from chloroform to give colorless needles. M.P., 131°-132° C. Reactants: C(CC#C)OCC(=O)O (2-(but-3-ynyloxy)acetic acid), OCC1(COC1)CCC (3-hydroxymethyl-3-n-propyl-oxetane). Yields the product C(CC#C)OCC12OCC(CO1)(CO2)CCC (1-(But-3-ynyloxymethyl)-4-n-propyl-2,6,7-trioxabicyclo[2.2.2]octane). RXN SMILES: [CH2:1]([O:5][CH2:6][C:7]([OH:9])=[O:8])[CH2:2][C:3]#[CH:4].[OH:10][CH2:11][C:12]1([CH2:16][CH2:17][CH3:18])[CH2:15]O[CH2:13]1>>[CH2:1]([O:5][CH2:6][C:7]12[O:10][CH2:11][C:12]([CH2:16][CH2:17][CH3:18])([CH2:15][O:9]1)[CH2:13][O:8]2)[CH2:2][C:3]#[CH:4]. Procedure details: 1-(But-3-ynyloxymethyl)-4-n-propyl-2,6,7-trioxabicyclo[2.2.2]octane was prepared from 2-(but-3-ynyloxy)acetic acid and 3-hydroxymethyl-3-n-propyl-oxetane using methodology described in Example I